From a dataset of the Open Reaction Database (ORD), a public repository of structured organic reaction records. describe an organic reaction: reactants, conditions, products, and yield Reactants: BrC1=NC=C2C=CN=C(C2=C1)O (7-bromo-1-hydroxy-6-azaisoquinoline), C(#N)C=1C=C(CBr)C=CC1 (3-cyanobenzyl bromide), C([O-])([O-])=O.[Cs+].[Cs+] (cesium carbonate). Run in CN(C=O)C (dimethylformamide). Yields the product BrC1=NC=C2C=CN(C(C2=C1)=O)CC=1C=C(C#N)C=CC1 (3-(7-bromo-1-oxo-1H-6-azaisoquinolin-2-ylmethyl)benzonitrile). RXN SMILES: [Br:1][C:2]1[CH:11]=[C:10]2[C:5]([CH:6]=[CH:7][N:8]=[C:9]2[OH:12])=[CH:4][N:3]=1.[C:13]([C:15]1[CH:16]=[C:17]([CH:20]=[CH:21][CH:22]=1)[CH2:18]Br)#[N:14].C(=O)([O-])[O-].[Cs+].[Cs+]>CN(C)C=O>[Br:1][C:2]1[CH:11]=[C:10]2[C:5]([CH:6]=[CH:7][N:8]([CH2:18][C:17]3[CH:16]=[C:15]([CH:22]=[CH:21][CH:20]=3)[C:13]#[N:14])[C:9]2=[O:12])=[CH:4][N:3]=1 |f:2.3.4|. Procedure details: The alkylation of 7-bromo-1-hydroxy-6-azaisoquinoline (1.00 g, 4.40 mmol) using 3-cyanobenzyl bromide (1.31 g, 6.69 mmol) and cesium carbonate (2.18 g, 6.69 mmol) in dimethylformamide is carried out as previously described in Example 1, Step (1). Purification on a silica gel column eluted with hexanes/ethyl acetate 3:1, followed by trituration with hexanes/ethyl acetate 4:1 will afford the desired product. Step (2): 3-[1-oxo-7-(3-Phenyl-prop-1-ynyl)-1H-6-azaisoquinolin-2-ylmethyl]benzonitrile Reactants: O=C([O-])[O-], COP(=O)(OC)C(=[N+]=[N-])C(C)=O, CO, COc1cc(C=O)ccc1I, [K+], [K+]. Product: C#Cc1ccc(I)c(OC)c1. As a reaction SMILES: [C:12](=[O:13])([O-:14])[O-:15].[CH3:18][O:19][P:20]([C:21](=[N+:22]=[N-:23])[C:24](=[O:25])[CH3:26])(=[O:27])[O:28][CH3:29].[CH3:30][OH:31].[I:1][c:2]1[c:3]([O:10][CH3:11])[cH:4][c:5]([CH:6]=[O:7])[cH:8][cH:9]1.[K+:16].[K+:17]>>[I:1][c:2]1[c:3]([O:10][CH3:11])[cH:4][c:5]([C:6]#[CH:12])[cH:8][cH:9]1. The reactants are C(C)(C)C=1C(=NC2=CC(=C(C=C2N1)Cl)Cl)Cl (3-isopropyl-2,6,7-trichloroquinoxaline), CC=1N=C(SC1)S (4-methylthiazole-2-thiol), C1=CC(=CC(=C1)Cl)C(=O)OO (mCPBA), C([O-])([O-])=O.[K+].[K+] (potassium carbonate). Run in CN(C)C=O (DMF). Reaction conditions: time 5 hour. Product: ClC=1C=C2N=C(C(=NC2=CC1Cl)C(C)C)S(=O)C=1SC=C(N1)C (6,7-Dichloro-2-isopropyl-3-(4-methylthiazol-2-ylsulfinyl)quinoxaline). Reaction SMILES: [CH:1]([C:4]1[C:5](Cl)=[N:6][C:7]2[C:12]([N:13]=1)=[CH:11][C:10]([Cl:14])=[C:9]([Cl:15])[CH:8]=2)([CH3:3])[CH3:2].[CH3:17][C:18]1[N:19]=[C:20]([SH:23])[S:21][CH:22]=1.C(=O)([O-])[O-:25].[K+].[K+].C1C=C(Cl)C=C(C(OO)=O)C=1>CN(C=O)C>[Cl:15][C:9]1[CH:8]=[C:7]2[C:12](=[CH:11][C:10]=1[Cl:14])[N:13]=[C:4]([CH:1]([CH3:3])[CH3:2])[C:5]([S:23]([C:20]1[S:21][CH:22]=[C:18]([CH3:17])[N:19]=1)=[O:25])=[N:6]2 |f:2.3.4|. Reported procedure: To a solution of 3-isopropyl-2,6,7-trichloroquinoxaline (100 mg, 0.364 mmol) in DMF (3 ml) was added 4-methylthiazole-2-thiol (45 mg, 0.38 mmol) followed by potassium carbonate (106 mg, 0.728 mmol). After stirring at room temperature for 5 hours, the reaction mixture was partitioned between water and ethyl acetate. The organic layer was separated and the aqueous layer was extracted with ethyl acetate one more time. The combined organic layers were concentrated to dryness. This residue was dissol... The reactants are COC=1C=C2C(=CN(C2=CC1)CCC1=CSC=C1)C1CCNCC1 (5-methoxy-3-piperidin-4-yl-1-(2-thiophen-3-yl-ethyl)-1H-indole), COC(C1=C(C=C(C=C1)OC)CBr)=O (2-bromomethyl-4-methoxy-benzoic acid methyl ester). Product: COC1=CC(=C(C(=O)O)C=C1)CN1CCC(CC1)C1=CN(C2=CC=C(C=C12)OC)CCC1=CSC=C1 (4-methoxy-2-{4-[5-methoxy-1-(2-thiophen-3-yl-ethyl)-1H-indol-3-yl]-piperidin-1-ylmethyl}-benzoic acid). RXN SMILES: [CH3:1][O:2][C:3]1[CH:4]=[C:5]2[C:9](=[CH:10][CH:11]=1)[N:8]([CH2:12][CH2:13][C:14]1[CH:18]=[CH:17][S:16][CH:15]=1)[CH:7]=[C:6]2[CH:19]1[CH2:24][CH2:23][NH:22][CH2:21][CH2:20]1.C[O:26][C:27](=[O:38])[C:28]1[CH:33]=[CH:32][C:31]([O:34][CH3:35])=[CH:30][C:29]=1[CH2:36]Br>>[CH3:35][O:34][C:31]1[CH:32]=[CH:33][C:28]([C:27]([OH:38])=[O:26])=[C:29]([CH2:36][N:22]2[CH2:23][CH2:24][CH:19]([C:6]3[C:5]4[C:9](=[CH:10][CH:11]=[C:3]([O:2][CH3:1])[CH:4]=4)[N:8]([CH2:12][CH2:13][C:14]4[CH:18]=[CH:17][S:16][CH:15]=4)[CH:7]=3)[CH2:20][CH2:21]2)[CH:30]=1. Reported procedure: This compound was prepared following the procedure described in example 13 (part D) starting with 0.05 g (0.16 mmol) of 5-methoxy-3-piperidin-4-yl-1-(2-thiophen-3-yl-ethyl)-1H-indole (example 87, part D) and 0.054 g (0.21 mmol) of 2-bromomethyl-4-methoxy-benzoic acid methyl ester. After standard work-up and purification by chromatography using a C18 column, 0.019 g (24% of yield) of the expected acid were obtained. Starting materials: [BH4-].[Na+] (NaBH4), BrC=1C=CC(=C(C=O)C1)OCC1=CC=CC=C1 (5-Bromo-2-benzyloxybenzaldehyde), NC1=CC=C(C=C1)CC(=O)OCC (ethyl 2-[4-aminophenyl]acetate), C(C)(=O)O (Acetic acid), [BH4-].[Na+] (NaBH4). Solvent: C(C)O (ethanol). Conditions: time 30 minute. Yields the product C(C1=CC=CC=C1)OC1=C(CNC2=CC=C(C=C2)CC(=O)OCC)C=C(C=C1)Br (ethyl 2-[4-(2-benzyloxy-5-bromobenzylamino)phenyl]acetate). Reaction SMILES: [Br:1][C:2]1[CH:3]=[CH:4][C:5]([O:10][CH2:11][C:12]2[CH:17]=[CH:16][CH:15]=[CH:14][CH:13]=2)=[C:6]([CH:9]=1)[CH:7]=O.[NH2:18][C:19]1[CH:24]=[CH:23][C:22]([CH2:25][C:26]([O:28][CH2:29][CH3:30])=[O:27])=[CH:21][CH:20]=1.[BH4-].[Na+].C(O)(=O)C>C(O)C>[CH2:11]([O:10][C:5]1[CH:4]=[CH:3][C:2]([Br:1])=[CH:9][C:6]=1[CH2:7][NH:18][C:19]1[CH:20]=[CH:21][C:22]([CH2:25][C:26]([O:28][CH2:29][CH3:30])=[O:27])=[CH:23][CH:24]=1)[C:12]1[CH:17]=[CH:16][CH:15]=[CH:14][CH:13]=1 |f:2.3|. Procedure details: 5-Bromo-2-benzyloxybenzaldehyde (7.2 g) and ethyl 2-[4-aminophenyl]acetate (4.45 g) were heated on a steam bath for 2 hours. The mixture was cooled and dissolved in ethanol (100 ml) and NaBH4 (0.94 g) was added. The mixture was stirred at ambient temperature for 30 minutes, NaBH4 (0.5 g) added and stirred at ambient temperature for 2 hours. Acetic acid (2 ml) was added dropwise and the solvent evaporated to half volume. The mixture was partitioned between water (100 ml) and diethyl ether (3×75 m... Starting materials: CC(C)=NOC1=C(C#N)C=CC(=C1)OCC1=CC=CC=C1 (2-[[(1-methylethylidene) amino]oxy]-4-(phenylmethoxy)benzonitrile), solution, Cl (hydrochloric acid). Run in C(C)O (ethanol). Yields the product C1(=CC=CC=C1)COC1=CC2=C(C(=NO2)N)C=C1 (6-(Phenylmethoxy)-1,2-benzisoxazol-3-ylamine). Reaction SMILES: CC(=[N:4][O:5][C:6]1[CH:13]=[C:12]([O:14][CH2:15][C:16]2[CH:21]=[CH:20][CH:19]=[CH:18][CH:17]=2)[CH:11]=[CH:10][C:7]=1[C:8]#[N:9])C.Cl>C(O)C>[C:16]1([CH2:15][O:14][C:12]2[CH:11]=[CH:10][C:7]3[C:8]([NH2:9])=[N:4][O:5][C:6]=3[CH:13]=2)[CH:21]=[CH:20][CH:19]=[CH:18][CH:17]=1. Procedure: 20.2 g (0.072 mol) of 2-[[(1-methylethylidene) amino]oxy]-4-(phenylmethoxy)benzonitrile are reacted with 340 ml of a 4N solution of hydrochloric acid in ethanol for 20 hours and then the solvent is evaporated. The crystalline product is subsequently triturated in dichloromethane, then the mixture is filtered and the solid is dissolved in the minimum amount of lukewarm methanol. The solution is alkalified with ammonia and then diluted with water. After filtration and washing with water, 16.3 g of...